Task: describe an organic reaction: reactants, conditions, products, and yield. Dataset: the Open Reaction Database (ORD), a public repository of structured organic reaction records Reaction SMILES: [CH3:1][C:2]1[C:7]([NH2:8])=[CH:6][CH:5]=[C:4]([CH3:9])[N:3]=1.[C:10](Cl)(Cl)=[S:11].C(N(C(C)C)C(C)C)C>C(Cl)Cl>[N:8]([C:7]1[C:2]([CH3:1])=[N:3][C:4]([CH3:9])=[CH:5][CH:6]=1)=[C:10]=[S:11]. Solvent: C(Cl)Cl (DCM). Procedure details: The title compound was prepared following the procedure described for intermediate-2 using 2,6-dimethylpyridin-3-amine (1.0 g, 8.26 mmol), thiophosgene (0.949 g, 8.25 mmol) and N-ethyl di-isopropyl amine (3.20 g, 24.80 mmol) in DCM (20 mL) to afford 0.900 g of the desired product. 1HNMR (DMSO-d6): δ 2.44 (s, 6H), 7.18 (d, J=8.1 Hz, 1H), 7.70 (t, J=8.1 Hz, 1H); MS [M+H]+: 165.28. The product is N(=C=S)C=1C(=NC(=CC1)C)C (3-Isothiocyanato-2,6-dimethylpyridine). Isolated yield 66.4%. Starting materials: CC1=NC(=CC=C1N)C (2,6-dimethylpyridin-3-amine), C(=S)(Cl)Cl (thiophosgene), C(C)N(C(C)C)C(C)C (N-ethyl di-isopropyl amine). Starting materials: CCOC(=O)c1c[nH]c2cc(I)c(C)cc2c1=O, Cl, [Na+], [OH-]. The product is Cc1cc2c(=O)c(C(=O)O)c[nH]c2cc1I. As a reaction SMILES: [CH2:1]([CH3:2])[O:3][C:4](=[O:5])[c:6]1[cH:7][nH:8][c:9]2[cH:10][c:11]([I:18])[c:12]([CH3:17])[cH:13][c:14]2[c:15]1=[O:16].[ClH:19].[Na+:21].[OH-:20]>>[O:3]=[C:4]([OH:5])[c:6]1[cH:7][nH:8][c:9]2[cH:10][c:11]([I:18])[c:12]([CH3:17])[cH:13][c:14]2[c:15]1=[O:16]. Starting materials: C(C1=CC=CC=C1)(=O)NC1=CC=C(C=C1)OC(CCCC=CC[C@H]1C(CC([C@@H]1SCC(CCCCC)(C)O)OC1OCCCC1)O)=O (9,15-dihydroxy-15-methyl-11-tetrahydropyranyloxy-13-thia-5-prostenoic acid p-benzoylaminophenyl ester), 2-(2-hydroxy-2-methylheptylthio)-5-hydroxy-3-tetrahydropyranyloxy-acetaldehyde lactol, C(C1=CC=CC=C1)(=O)NC1=CC=C(C=C1)OC(C(CCC)[P+](C1=CC=CC=C1)(C1=CC=CC=C1)C1=CC=CC=C1)=O (triphenylphosphoniopentanoic acid p-benzoylaminophenyl ester), [H-].[Na+] (NaH), C(C)(=O)O (acetic acid). The solvent is O (water), C1CCOC1 (THF). Reaction conditions: temperature 45 celsius, time 5 hour. The product is C(C1=CC=CC=C1)(=O)NC1=CC=C(C=C1)OC(CCCC=CC[C@H]1C(CC([C@@H]1SCC(CCCCC)(C)O)O)O)=O (9,11,15-trihydroxy-15-methyl-13-thia-5-prostenoic acid p-benzoylaminophenyl ester). Reaction SMILES: [C:1]([NH:9][C:10]1[CH:15]=[CH:14][C:13]([O:16][C:17](=[O:47])[CH2:18][CH2:19][CH2:20][CH:21]=[CH:22][CH2:23][C@@H:24]2[C@@H:28]([S:29][CH2:30][C:31]([OH:38])([CH3:37])[CH2:32][CH2:33][CH2:34][CH2:35][CH3:36])[CH:27]([O:39]C3CCCCO3)[CH2:26][CH:25]2[OH:46])=[CH:12][CH:11]=1)(=[O:8])[C:2]1[CH:7]=[CH:6][CH:5]=[CH:4][CH:3]=1.C(NC1C=CC(OC(=O)C([P+](C2C=CC=CC=2)(C2C=CC=CC=2)C2C=CC=CC=2)CCC)=CC=1)(=O)C1C=CC=CC=1.[H-].[Na+].C(O)(=O)C>O.C1COCC1>[C:1]([NH:9][C:10]1[CH:11]=[CH:12][C:13]([O:16][C:17](=[O:47])[CH2:18][CH2:19][CH2:20][CH:21]=[CH:22][CH2:23][C@@H:24]2[C@@H:28]([S:29][CH2:30][C:31]([OH:38])([CH3:37])[CH2:32][CH2:33][CH2:34][CH2:35][CH3:36])[CH:27]([OH:39])[CH2:26][CH:25]2[OH:46])=[CH:14][CH:15]=1)(=[O:8])[C:2]1[CH:7]=[CH:6][CH:5]=[CH:4][CH:3]=1 |f:2.3|. Procedure: 0.25 g. of 9,15-dihydroxy-15-methyl-11-tetrahydropyranyloxy-13-thia-5-prostenoic acid p-benzoylaminophenyl ester (obtainable by the reaction of 2-(2-hydroxy-2-methylheptylthio)-5-hydroxy-3-tetrahydropyranyloxy-acetaldehyde lactol with triphenylphosphoniopentanoic acid p-benzoylaminophenyl ester in the presence of 2 moles of NaH) is stirred for 5 hours at 45° C. in 7 ml. of a mixture of acetic acid, THF and water (3:1:1). The solvent is distilled off, and after chromatographic purification of the... Reactants: FC1=CC=C(OC2CN(C2)C(=O)Cl)C=C1 (3-(4-fluorophenoxy)-1-azetidine carbonyl chloride), C([O-])([O-])=O.[K+].[K+] (potassium carbonate), C(C#C)N (propargylamine). Solvent: O (water), O1CCCC1 (tetrahydrofuran). The product is FC1=CC=C(OC2CN(C2)C(=O)NCC#C)C=C1 (3-(4-Fluorophenoxy)-N-(2-propynyl)-1-azetidinecarboxamide). Yield: 174.6%. As a reaction SMILES: [F:1][C:2]1[CH:15]=[CH:14][C:5]([O:6][CH:7]2[CH2:10][N:9]([C:11](Cl)=[O:12])[CH2:8]2)=[CH:4][CH:3]=1.C(=O)([O-])[O-].[K+].[K+].[CH2:22]([NH2:25])[C:23]#[CH:24]>O1CCCC1.O>[F:1][C:2]1[CH:15]=[CH:14][C:5]([O:6][CH:7]2[CH2:10][N:9]([C:11]([NH:25][CH2:22][C:23]#[CH:24])=[O:12])[CH2:8]2)=[CH:4][CH:3]=1 |f:1.2.3|. Reported procedure: A mixture of 5.52 g (0.022 mole) of crude 3-(4-fluorophenoxy)-1-azetidine carbonyl chloride and 3 g (0.02 mole) of potassium carbonate in 30 ml of tetrahydrofuran was cooled in an ice bath and while stirring treated with 1.1 g (0.02 mole) of propargylamine added dropwise. After stirring for 5 hr, the reaction mixture was diluted with 250 ml of water and the resulting solid collected by filtration to yield 8.67 g of wet product. Recrystallization from acetone after filtration to remove some amorp... The reactants are C(CCC)OC1=NC=C(C=C1C=1NC(C=2C(N1)=C(N(N2)CCOC)CC)=O)C#C (5-(2-Butoxy-5-ethynyl-3-pyridinyl)-3-ethyl-2-(2-methoxyethyl)-2,6-dihydro-7H-pyrazolo[4,3-d]pyrimidin-7-one), OS(=O)(=O)O (H2SO4), OS(=O)(=O)O (H2SO4). The reagents and catalysts are S(=O)(=O)([O-])[O-].[Hg+2] (mercury sulfate), S(=O)(=O)([O-])[O-].[Hg+2] (mercury sulfate). Solvent: CC(=O)C (acetone). The product is C(C)(=O)C=1C=C(C(=NC1)OCCCC)C=1NC(C=2C(N1)=C(N(N2)CCOC)CC)=O (5-(5-Acetyl-2-butoxy-3-pyridinyl)-3-ethyl-2-(2-methoxyethyl)-2,6-dihydro-7H-pyrazolo[4,3-d]pyrimidin-7-one). As a reaction SMILES: [CH2:1]([O:5][C:6]1[C:11]([C:12]2[NH:13][C:14](=[O:27])[C:15]3[C:16](=[C:18]([CH2:25][CH3:26])[N:19]([CH2:21][CH2:22][O:23][CH3:24])[N:20]=3)[N:17]=2)=[CH:10][C:9]([C:28]#[CH:29])=[CH:8][N:7]=1)[CH2:2][CH2:3][CH3:4].[OH:30]S(O)(=O)=O>CC(C)=O.S([O-])([O-])(=O)=O.[Hg+2]>[C:28]([C:9]1[CH:10]=[C:11]([C:12]2[NH:13][C:14](=[O:27])[C:15]3[C:16](=[C:18]([CH2:25][CH3:26])[N:19]([CH2:21][CH2:22][O:23][CH3:24])[N:20]=3)[N:17]=2)[C:6]([O:5][CH2:1][CH2:2][CH2:3][CH3:4])=[N:7][CH:8]=1)(=[O:30])[CH3:29] |f:3.4|. Reported procedure: The title compound of Example 15 (2.4 g, 6 mmol) and mercury sulfate (100 mg, 0.34 mmol) were stirred together in a mixture of 1N H2SO4 (5 mL) and acetone (35 mL). After 2 h a further portion of mercury sulfate (100 mg) was added and a third portion (100 mg in 5 mL 1N H2SO4) was added 2 h later. The crude reaction mixture was concentrated and the black residue partitioned between dichloromethane and water. The organic phase was separated and washed with saturated sodium bicarbonate solution and ... Starting materials: ClC(Cl)Cl, COc1cc(C(C)C)ccc(CO)c1=O. The product is COc1cc(C(C)C)ccc(C=O)c1=O. As a reaction SMILES: [CH:16]([Cl:17])([Cl:18])[Cl:19].[OH:1][CH2:2][c:3]1[cH:4][cH:5][c:6]([CH:13]([CH3:14])[CH3:15])[cH:7][c:8]([O:11][CH3:12])[c:9]1=[O:10]>>[O:1]=[CH:2][c:3]1[cH:4][cH:5][c:6]([CH:13]([CH3:14])[CH3:15])[cH:7][c:8]([O:11][CH3:12])[c:9]1=[O:10]. Starting materials: C[Si](C)(C)C#N (trimethylsilyl cyanide), C(C1=CC=CC=C1)OCCC=O (3-Benzyloxy-1-propanal), C(C)N(CC)S(F)(F)F (diethylaminosulfurtrifluoride). Run in C(Cl)Cl (CH2Cl2), C(Cl)Cl (CH2Cl2). Run at temperature 100 celsius. The product is C(C1=CC=CC=C1)OCCC(C#N)F (4-Benzyloxy-2-fluoro-butyronitrile). As a reaction SMILES: C[Si]([C:5]#[N:6])(C)C.[CH2:7]([O:14][CH2:15][CH2:16][CH:17]=O)[C:8]1[CH:13]=[CH:12][CH:11]=[CH:10][CH:9]=1.C(N(S(F)(F)[F:25])CC)C>C(Cl)Cl>[CH2:7]([O:14][CH2:15][CH2:16][CH:17]([F:25])[C:5]#[N:6])[C:8]1[CH:13]=[CH:12][CH:11]=[CH:10][CH:9]=1. Procedure details: Under nitrogen, a mixture of trimethylsilyl cyanide (1.335 mL, 10 mmoles) and 15 (1.64 g, 10 mmoles) is heated at 100° C. for 6 hours. The reaction is monitored by NMR (88% conversion after 6 hours). The mixture is cooled to 5° C. (ice bath), and CH2Cl2 (12 mL) is added, followed by diethylaminosulfurtrifluoride, (0.46 g, 9.1 mmoles), dissolved in CH2Cl2 (8 mL) at about 5° C. The reactants are CO, CN(C)c1ccc([N+](=O)[O-])cn1. Yields the product CN(C)c1ccc(N)cn1. As a reaction SMILES: [CH3:13][OH:14].[CH3:1][N:2]([c:3]1[n:4][cH:5][c:6]([N+:9]([O-:10])=[O:11])[cH:7][cH:8]1)[CH3:12]>>[CH3:1][N:2]([c:3]1[n:4][cH:5][c:6]([NH2:9])[cH:7][cH:8]1)[CH3:12]. Reactants: C(C)(=O)OCC (ethyl acetate), C([O-])([O-])=O.[K+].[K+] (potassium carbonate), N1CCOCC1 (morpholine), [N+](=O)([O-])C1=CC=C(CBr)C=C1 (4-nitrobenzyl bromide). Solvent: CC(=O)C (acetone), O (water). The product is [N+](=O)([O-])C1=CC=C(CN2CCOCC2)C=C1 (4-(4-Nitrobenzyl)morpholine). Reaction SMILES: [N+:1]([C:4]1[CH:11]=[CH:10][C:7]([CH2:8]Br)=[CH:6][CH:5]=1)([O-:3])=[O:2].C(=O)([O-])[O-].[K+].[K+].[NH:18]1[CH2:23][CH2:22][O:21][CH2:20][CH2:19]1.C(OCC)(=O)C>CC(C)=O.O>[N+:1]([C:4]1[CH:11]=[CH:10][C:7]([CH2:8][N:18]2[CH2:23][CH2:22][O:21][CH2:20][CH2:19]2)=[CH:6][CH:5]=1)([O-:3])=[O:2] |f:1.2.3|. Procedure: To a flask containing 4-nitrobenzyl bromide (21.6 g) in dry acetone (100 mL) is added potassium carbonate (34.5 g) and morpholine (10 mL). The mixture is heated to reflux overnight under a drying tube. The reaction is partioned between ethyl acetate and water and separated. The basic aqueous layer is extracted with two additional portions of ethyl acetate. The combined organic layers are washed with brine, dried, and concentrated under reduced pressure to afford 21.3 g of the title compound as a...